Task: describe an organic reaction: reactants, conditions, products, and yield. Dataset: the Open Reaction Database (ORD), a public repository of structured organic reaction records Reactants: CC#CCO, [Cl-], CC1CCCC(C)N(c2ncnc(Cl)c2F)C1, [H-], [NH4+], [Na+], C1CCOC1. Product: CC#CCOc1ncnc(N2CC(C)CCCC2C)c1F. As a reaction SMILES: [CH2:3]([C:4]#[C:5][CH3:6])[OH:7].[Cl-:25].[Cl:8][c:9]1[c:10]([F:24])[c:11]([N:15]2[CH:16]([CH3:23])[CH2:17][CH2:18][CH2:19][CH:20]([CH3:22])[CH2:21]2)[n:12][cH:13][n:14]1.[H-:1].[NH4+:26].[Na+:2].[O:27]1[CH2:28][CH2:29][CH2:30][CH2:31]1>>[CH2:3]([C:4]#[C:5][CH3:6])[O:7][c:9]1[c:10]([F:24])[c:11]([N:15]2[CH:16]([CH3:23])[CH2:17][CH2:18][CH2:19][CH:20]([CH3:22])[CH2:21]2)[n:12][cH:13][n:14]1.